From a dataset of the Open Reaction Database (ORD), a public repository of structured organic reaction records. describe an organic reaction: reactants, conditions, products, and yield Starting materials: O=C1C=C(N=C2N1CCCC2)OCN2S(=O)(=O)C1=CC(=CC(=C1C2=O)C(C)C)OCCO (2-[4-oxo-6,7,8,9-tetrahydro-4H-pyrido[1,2-a]pyrimidin-2-yl]oxymethyl-4-isopropyl-6-(2-hydroxyethoxy)saccharin), C1(CCCCC1)N=C=NC1CCCCC1 (1,3-dicyclohexylcarbodiimide), CN(CC(=O)O)C (dimethyl glycine). The reagents and catalysts are CN(C1=CC=NC=C1)C (4-dimethylaminopyridine). Run in C(Cl)Cl (CH2Cl2). Reaction conditions: time 2 hour. Product: O=C1C=C(N=C2N1CCCC2)OCN2S(=O)(=O)C1=CC(=CC(=C1C2=O)C(C)C)OCCOC(=O)CN(C)C (2-[4-oxo-6,7,8,9-tetrahydro-4H-pyrido-[1,2-a]pyrimidin-2-yl]oxymethyl-4-isopropyl-6-[2-(dimethylaminomethylcarbonyloxy)ethoxy]saccharin). Isolated yield 67.8%. As a reaction SMILES: [O:1]=[C:2]1[N:7]2[CH2:8][CH2:9][CH2:10][CH2:11][C:6]2=[N:5][C:4]([O:12][CH2:13][N:14]2[C:24](=[O:25])[C:23]3[C:18](=[CH:19][C:20]([O:29][CH2:30][CH2:31][OH:32])=[CH:21][C:22]=3[CH:26]([CH3:28])[CH3:27])[S:15]2(=[O:17])=[O:16])=[CH:3]1.C1(N=C=NC2CCCCC2)CCCCC1.[CH3:48][N:49]([CH3:54])[CH2:50][C:51](O)=[O:52]>C(Cl)Cl.CN(C)C1C=CN=CC=1>[O:1]=[C:2]1[N:7]2[CH2:8][CH2:9][CH2:10][CH2:11][C:6]2=[N:5][C:4]([O:12][CH2:13][N:14]2[C:24](=[O:25])[C:23]3[C:18](=[CH:19][C:20]([O:29][CH2:30][CH2:31][O:32][C:51]([CH2:50][N:49]([CH3:54])[CH3:48])=[O:52])=[CH:21][C:22]=3[CH:26]([CH3:27])[CH3:28])[S:15]2(=[O:17])=[O:16])=[CH:3]1. Procedure details: To a solution of the compound of Example 12 (0.8 g, 1.72 mmol) in CH2Cl2 (25 mL) containing 1,3-dicyclohexylcarbodiimide (1.06 g, 5.14 mmol) was added dimethyl glycine (0.19 g, 1.9 mmol), followed by 4-dimethylaminopyridine (0.21 g, 1.72 mmol). The mixture was stirred at room temperature for 2 hours, the solvent was removed in vacuo, and the residue was purified by column chromatography on silica eluting with 10% methanol/ethyl acetate to afford 0.64 g (68%) of 2-[4-oxo-6,7,8,9-tetrahydro-4H-pyr... Reported procedure: The title compound is prepared as described in Example 28 but using 2-(4-imidazo[4,5-b]pyridine-3-yl-phenyl)-acetic acid and 5-tert-butyl-2-phenyl-2H-pyrazol-3-ylamine. Title compound: ES-MS: 451.55 [M+H]+; tR=1.55 min (System 3). Starting materials: N1=CN(C2=NC=CC=C21)C2=CC=C(C=C2)CC(=O)O (2-(4-imidazo[4,5-b]pyridine-3-yl-phenyl)-acetic acid), C(C)(C)(C)C=1C=C(N(N1)C1=CC=CC=C1)N (5-tert-butyl-2-phenyl-2H-pyrazol-3-ylamine). The product is C(C)(C)(C)C=1C=C(N(N1)C1=CC=CC=C1)NC(CC1=CC=C(C=C1)N1C=NC=2C1=NC=CC2)=O (N-(5-tert-butyl-2-phenyl-2H-pyrazol-3-yl)-2-(4-imidazo[4,5-b]pyridine-3-yl-phenyl)-acetamide). RXN SMILES: [N:1]1[C:9]2[C:4](=[N:5][CH:6]=[CH:7][CH:8]=2)[N:3]([C:10]2[CH:15]=[CH:14][C:13]([CH2:16][C:17]([OH:19])=O)=[CH:12][CH:11]=2)[CH:2]=1.[C:20]([C:24]1[CH:25]=[C:26]([NH2:35])[N:27]([C:29]2[CH:34]=[CH:33][CH:32]=[CH:31][CH:30]=2)[N:28]=1)([CH3:23])([CH3:22])[CH3:21]>>[C:20]([C:24]1[CH:25]=[C:26]([NH:35][C:17](=[O:19])[CH2:16][C:13]2[CH:12]=[CH:11][C:10]([N:3]3[C:4]4=[N:5][CH:6]=[CH:7][CH:8]=[C:9]4[N:1]=[CH:2]3)=[CH:15][CH:14]=2)[N:27]([C:29]2[CH:30]=[CH:31][CH:32]=[CH:33][CH:34]=2)[N:28]=1)([CH3:23])([CH3:21])[CH3:22].